Dataset: the Open Reaction Database (ORD), a public repository of structured organic reaction records. Task: describe an organic reaction: reactants, conditions, products, and yield Starting materials: [Al+3], CCOCC, CCOC(=O)C1(C)CCC2(CC1)OCCO2, [H-], [H-], [H-], [H-], [Li+]. The product is CC1(CO)CCC2(CC1)OCCO2. RXN SMILES: [Al+3:2].[CH2:23]([O:24][CH2:25][CH3:26])[CH3:27].[CH3:7][C:8]1([C:18](=[O:19])[O:20][CH2:21][CH3:22])[CH2:9][CH2:10][C:11]2([O:12][CH2:13][CH2:14][O:15]2)[CH2:16][CH2:17]1.[H-:1].[H-:4].[H-:5].[H-:6].[Li+:3]>>[CH3:7][C:8]1([CH2:18][OH:19])[CH2:9][CH2:10][C:11]2([O:12][CH2:13][CH2:14][O:15]2)[CH2:16][CH2:17]1. Reactants: CC(C)[Mg+], [Cl-], C1CCOC1, O=C1C(=O)N(C(c2ccccc2)c2ccccc2)c2ccccc21, Oc1ccc2nccnc2c1. Product: O=C1N(C(c2ccccc2)c2ccccc2)c2ccccc2C1(O)c1cc2nccnc2cc1O. RXN SMILES: [CH:13]([Mg+:14])([CH3:15])[CH3:16].[Cl-:12].[O:41]1[CH2:42][CH2:43][CH2:44][CH2:45]1.[c:17]1([CH:23]([N:24]2[C:25](=[O:34])[C:26](=[O:33])[c:27]3[cH:28][cH:29][cH:30][cH:31][c:32]32)[c:35]2[cH:36][cH:37][cH:38][cH:39][cH:40]2)[cH:18][cH:19][cH:20][cH:21][cH:22]1.[n:1]1[cH:2][cH:3][n:4][c:5]2[cH:6][c:7]([OH:11])[cH:8][cH:9][c:10]12>>[n:1]1[cH:2][cH:3][n:4][c:5]2[cH:6][c:7]([OH:11])[c:8]([C:26]3([OH:33])[C:25](=[O:34])[N:24]([CH:23]([c:17]4[cH:18][cH:19][cH:20][cH:21][cH:22]4)[c:35]4[cH:36][cH:37][cH:38][cH:39][cH:40]4)[c:32]4[c:27]3[cH:28][cH:29][cH:30][cH:31]4)[cH:9][c:10]12.